From a dataset of the Open Reaction Database (ORD), a public repository of structured organic reaction records. describe an organic reaction: reactants, conditions, products, and yield Reactants: ClC1=CC(=NC2=CC=C(C=C12)OC)N1CC2=C(CCC1)C=CC=C2 (2-(4-chloro-6-methoxy-quinolin-2-yl)-2,3,4,5-tetrahydro-1H-2-benzazepine), B(Br)(Br)Br (boron tribromide). Solvent: ClCCl (dichloromethane). Conditions: time 30 minute. The product is ClC1=CC(=NC2=CC=C(C=C12)O)N1CC2=C(CCC1)C=CC=C2 (4-Chloro-2-(1,3,4,5-tetrahydro-2H-2-benzazepin-2-yl)quinolin-6-ol). Yield: 65.0%. RXN SMILES: [Cl:1][C:2]1[C:11]2[C:6](=[CH:7][CH:8]=[C:9]([O:12]C)[CH:10]=2)[N:5]=[C:4]([N:14]2[CH2:20][CH2:19][CH2:18][C:17]3[CH:21]=[CH:22][CH:23]=[CH:24][C:16]=3[CH2:15]2)[CH:3]=1.B(Br)(Br)Br>ClCCl>[Cl:1][C:2]1[C:11]2[C:6](=[CH:7][CH:8]=[C:9]([OH:12])[CH:10]=2)[N:5]=[C:4]([N:14]2[CH2:20][CH2:19][CH2:18][C:17]3[CH:21]=[CH:22][CH:23]=[CH:24][C:16]=3[CH2:15]2)[CH:3]=1. Procedure: To a solution of 2-(4-chloro-6-methoxy-quinolin-2-yl)-2,3,4,5-tetrahydro-1H-2-benzazepine (800 mg, 2.37 mmol) in 15 mL of dichloromethane was added slowly a solution of boron tribromide (0.558 mL, 5.9 mmol). The resulting mixture was stirred at room temperature for 30 minutes, followed by stirring at 40° C. for 2 hours. After cooled to room temperature, the reaction mixture was carefully quenched with sodium bicarbonate (20 mL), and then extracted with dichloromethane (10 mL×3). The organic laye...